This data is from the Open Reaction Database (ORD), a public repository of structured organic reaction records. The task is: describe an organic reaction: reactants, conditions, products, and yield Starting materials: OCCCCCN1CCN(CC1)C(=O)OCC (Ethyl 4-(5-hydroxypentyl)piperazinecarboxylate), [OH-].[Na+] (sodium hydroxide), C(C)O (ethanol). Run in [Cl-].[Na+].O (brine). Conditions: time 8 hour. Yields the product OCCCCCN1CCNCC1 (1-(5-hydroxypentyl)piperazine). Yield: 86.4%. RXN SMILES: [OH:1][CH2:2][CH2:3][CH2:4][CH2:5][CH2:6][N:7]1[CH2:12][CH2:11][N:10](C(OCC)=O)[CH2:9][CH2:8]1.[OH-].[Na+].C(O)C>[Cl-].[Na+].O>[OH:1][CH2:2][CH2:3][CH2:4][CH2:5][CH2:6][N:7]1[CH2:12][CH2:11][NH:10][CH2:9][CH2:8]1 |f:1.2,4.5.6|. Reported procedure: Ethyl 4-(5-hydroxypentyl)piperazinecarboxylate (10.87 g, 65.09 mmol), 10% aqueous sodium hydroxide solution (150 mL) and ethanol (150 mL) were placed in a 500 mL round-bottomed flask, and heated under reflux with stirring overnight; the reaction system was cooled down to room temperature, and the solvent was distilled off under reduced pressure, to obtain a pale yellow oil; to the oil, 200 ml of saturated brine was added, followed by extraction with dichloromethane (5×200 mL); the resulting extr... Starting materials: NC1=C(C(=NN1)NC1=CC(=CC=C1)Cl)C(=O)N (5-amino-3-((3-chlorophenyl)amino)-1H-pyrazole-4-carboxamide), CC=1C=C(C=O)C=C(C1O)C (3,5-dimethyl-4-hydroxybenzaldehyde). Reagents/catalysts: N1CCCCC1 (piperidine). Solvent: CCO (EtOH). Yields the product ClC=1C=C(C=CC1)NC1=NNC(=C1C(=O)N)N=CC1=CC(=C(C(=C1)C)O)C (3-((3-chlorophenyl)amino)-5-((4-hydroxy-3,5-dimethylbenzylidene)amino)-1H-pyrazole-4-carboxamide). RXN SMILES: [NH2:1][C:2]1[NH:6][N:5]=[C:4]([NH:7][C:8]2[CH:13]=[CH:12][CH:11]=[C:10]([Cl:14])[CH:9]=2)[C:3]=1[C:15]([NH2:17])=[O:16].[CH3:18][C:19]1[CH:20]=[C:21]([CH:24]=[C:25]([CH3:28])[C:26]=1[OH:27])[CH:22]=O>CCO.N1CCCCC1>[Cl:14][C:10]1[CH:9]=[C:8]([NH:7][C:4]2[C:3]([C:15]([NH2:17])=[O:16])=[C:2]([N:1]=[CH:22][C:21]3[CH:24]=[C:25]([CH3:28])[C:26]([OH:27])=[C:19]([CH3:18])[CH:20]=3)[NH:6][N:5]=2)[CH:13]=[CH:12][CH:11]=1. Reported procedure: 5-amino-3-((3-chlorophenyl)amino)-1H-pyrazole-4-carboxamide was suspended in EtOH and 3,5-dimethyl-4-hydroxybenzaldehyde (1 eq.) and piperidine (1 drop) were added. Stirred at reflux until intermediate was absent (HPLC). After reaction was complete (18 hrs) it was brought to room temperature and filtered to obtain product as a yellow powder. Powder was washed with EtOH. Product was allowed to dry under vacuum for 1 hr. Reactants: mixture, [OH-].[NH4+] (ammonium hydroxide), C(C)OC(=O)C1=C[C@H]([C@@H]([C@H](C1)N=[N+]=[N-])NP(=O)(OCC)OCC)OC(CC)CC ((3R,4R,5S)-5-azido-4-(diethoxy-phosphorylamino)-3-(1-ethyl-propoxy)-cyclohex-1-enecarboxylic Acid Ethyl Ester), CCO (EtOH), S(O)(O)(=O)=O (sulfuric acid). Solvent: [Cl-].[Na+].O (brine). Run at temperature 80 celsius, time 8 hour. Yields the product C(C)OC(=O)C1=C[C@H]([C@@H]([C@H](C1)N=[N+]=[N-])N)OC(CC)CC ((3R,4R,5S)-4-amino-5-azido-3-(1-ethyl-propoxy)-cyclohex-1-enecarboxylic Acid Ethyl Ester). The yield is 47.2%. As a reaction SMILES: [CH2:1]([O:3][C:4]([C:6]1[CH2:11][C@H:10]([N:12]=[N+:13]=[N-:14])[C@@H:9]([NH:15]P(OCC)(OCC)=O)[C@H:8]([O:24][CH:25]([CH2:28][CH3:29])[CH2:26][CH3:27])[CH:7]=1)=[O:5])[CH3:2].CCO.S(=O)(=O)(O)O.[OH-].[NH4+]>[Cl-].[Na+].O>[CH2:1]([O:3][C:4]([C:6]1[CH2:11][C@H:10]([N:12]=[N+:13]=[N-:14])[C@@H:9]([NH2:15])[C@H:8]([O:24][CH:25]([CH2:26][CH3:27])[CH2:28][CH3:29])[CH:7]=1)=[O:5])[CH3:2] |f:3.4,5.6.7|. Procedure: To a solution of 300 mg of 26 and 1.25 mL EtOH in a 5.0 mL round-bottom flask equipped with a magnetic stirrer, a reflux condenser and an inert gas supply was added 0.31 mL of 96% sulfuric acid. The black solution was stirred for 18 h at RT and 8 h at 80° C. The black reaction mixture was cooled to RT treated with 8.0 μL of a mixture of 65 mL ammonium hydroxide 25% and 435 mL of brine, and extracted with 9.0 mL of EtOAc. The separated organic phase was washed with 10 mL of water and the water ph... Starting materials: CO, Cl, [Li+], COC(=O)C(CCCc1cnc(N)cn1)NC(=O)OC(C)(C)C, [OH-], O. Yields the product CC(C)(C)OC(=O)NC(CCCc1cnc(N)cn1)C(=O)O. Reaction SMILES: [CH3:27][OH:28].[ClH:26].[Li+:1].[NH2:3][c:4]1[n:5][cH:6][c:7]([CH2:10][CH2:11][CH2:12][CH:13]([C:14](=[O:15])[O:16][CH3:17])[NH:18][C:19](=[O:20])[O:21][C:22]([CH3:23])([CH3:24])[CH3:25])[n:8][cH:9]1.[OH-:2].[OH2:29]>>[NH2:3][c:4]1[n:5][cH:6][c:7]([CH2:10][CH2:11][CH2:12][CH:13]([C:14](=[O:15])[OH:16])[NH:18][C:19](=[O:20])[O:21][C:22]([CH3:23])([CH3:24])[CH3:25])[n:8][cH:9]1. Starting materials: O=C1C[C@@H](CN1)C=1C=CC(=C(C1)C1=CC=C(C(=O)O)C=C1)Cl (4-[5-((3R)-5-Oxopyrrolidin-3-yl)-2-chlorophenyl]benzoic acid), Cl (HCl), Cl.NC[C@H](CC(=O)O)C1=CC(=C(C=C1)Cl)Br ((3R)-4-amino-3-(3-bromo-4-chlorophenyl)butanoic acid hydrochloride). The product is Cl.NC[C@H](CC(=O)O)C=1C=CC(=C(C1)C1=CC=C(C(=O)O)C=C1)Cl (4-{5-[(1R)-2-Amino-1-(carboxymethyl)ethyl]-2-chlorophenyl}benzoic acid hydrochloride). Reaction SMILES: O=C1NC[C@@H](C2C=CC([Cl:22])=C([C:13]3[CH:21]=[CH:20][C:16]([C:17]([OH:19])=[O:18])=[CH:15][CH:14]=3)C=2)C1.Cl.Cl.[NH2:25][CH2:26][C@@H:27]([C:32]1[CH:37]=[CH:36][C:35]([Cl:38])=[C:34](Br)[CH:33]=1)[CH2:28][C:29]([OH:31])=[O:30]>>[ClH:22].[NH2:25][CH2:26][C@@H:27]([C:32]1[CH:37]=[CH:36][C:35]([Cl:38])=[C:34]([C:13]2[CH:21]=[CH:20][C:16]([C:17]([OH:19])=[O:18])=[CH:15][CH:14]=2)[CH:33]=1)[CH2:28][C:29]([OH:31])=[O:30] |f:2.3,4.5|. Procedure details: (4R)-4-(3-Bromo-4-chlorophenyl)pyrrolidin-2-one (0.5 g, 0.55 mmol) and 4-methoxycarbonylphenyl boronic acid (0.144 g, 0.55 mmol) were mixed in DMF (2 mL). The mixture was degassed by alternately applying a vacuum and flushing with nitrogen gas. Palladium acetate (0.025 g, 0.11 mmol) and tetrabutylammonium bromide (0.053 g, 0.165 mmol) were added followed by potassium phosphate (0.35 g, 1.65 mmol). The mixture was stirred overnight at 90° C. The reaction mixture was cooled to room temperature, di... The reactants are styrene-divinylbenzene copolymer, 124, OC1=CC=C(C=C1)OC (4-hydroxyanisole), OC1=CC=C(C=C1)OC (4-hydroxyanisole), C=C(C)C (isobutene), C=C(C)C (isobutene). Run at time 20 hour. Yields the product C(C)(C)(C)C1=C(C=C(C(=C1)O)C(C)(C)C)OC (2,5-di-tert.-butyl-4-hydroxyanisole). Yield: 6.0%. RXN SMILES: [OH:1][C:2]1[CH:7]=[CH:6][C:5]([O:8][CH3:9])=[CH:4][CH:3]=1.[CH2:10]=[C:11]([CH3:13])[CH3:12]>>[C:11]([C:4]1[CH:3]=[C:2]([OH:1])[C:7]([C:11]([CH3:13])([CH3:12])[CH3:10])=[CH:6][C:5]=1[O:8][CH3:9])([CH3:13])([CH3:12])[CH3:10]. Procedure: A suspension of 124 parts of 4-hydroxyanisole and 3 parts of exchanger resin is prepared in a stirred reactor by stirring at 500 revolutions per minute at 100° C. under 1 bar, and 28 parts of isobutene are passed in. The exchanger resin is a sulfonated styrene-divinylbenzene copolymer resin which has been dehydrated for 20 hours at 100° C. under reduced pressure before being used; it has a gel structure and a particle size for from 20 to 150 micrometers. The suspension in the reactor is now stir...